This data is from the Open Reaction Database (ORD), a public repository of structured organic reaction records. The task is: describe an organic reaction: reactants, conditions, products, and yield Starting materials: OC1=CC=C(C=C1)C(=C(CCO)C1=CC=CC=C1)C1=CC=C(C=C1)O (4,4-bis(4-hydroxyphenyl)-3-phenylbut-3-en-1-ol), BrCCOCC1=CC=CC=C1 (benzyl 2-bromoethyl ether). The product is C(C1=CC=CC=C1)OCCOC1=CC=C(C=C1)C(=C(CCO)C1=CC=CC=C1)C1=CC=C(C=C1)OCCOCC1=CC=CC=C1 (4,4-bis[4-(2-Benzyloxyethoxy)phenyl]-3-phenylbut-3-en-1-ol). As a reaction SMILES: [OH:1][C:2]1[CH:7]=[CH:6][C:5]([C:8]([C:19]2[CH:24]=[CH:23][C:22]([OH:25])=[CH:21][CH:20]=2)=[C:9]([C:13]2[CH:18]=[CH:17][CH:16]=[CH:15][CH:14]=2)[CH2:10][CH2:11][OH:12])=[CH:4][CH:3]=1.Br[CH2:27][CH2:28][O:29][CH2:30][C:31]1[CH:36]=[CH:35][CH:34]=[CH:33][CH:32]=1>>[CH2:30]([O:29][CH2:28][CH2:27][O:1][C:2]1[CH:7]=[CH:6][C:5]([C:8]([C:19]2[CH:20]=[CH:21][C:22]([O:25][CH2:27][CH2:28][O:29][CH2:30][C:31]3[CH:36]=[CH:35][CH:34]=[CH:33][CH:32]=3)=[CH:23][CH:24]=2)=[C:9]([C:13]2[CH:18]=[CH:17][CH:16]=[CH:15][CH:14]=2)[CH2:10][CH2:11][OH:12])=[CH:4][CH:3]=1)[C:31]1[CH:36]=[CH:35][CH:34]=[CH:33][CH:32]=1. Procedure details: is prepared from 4,4-bis(4-hydroxyphenyl)-3-phenylbut-3-en-1-ol (example 1c) and benzyl 2-bromoethyl ether by PTC reaction according to the method described in the example 1a. Starting materials: CC#N, O=c1[nH]nc2cc(-c3ccc(Cl)cc3)c(-c3ccccc3Cl)nn12, FC(F)(F)CCI, [K+], [K+], O=C([O-])[O-], CN(C)C=O. Product: O=c1n(CCC(F)(F)F)nc2cc(-c3ccc(Cl)cc3)c(-c3ccccc3Cl)nn12. Reaction SMILES: [CH3:43][C:44]#[N:45].[Cl:1][c:2]1[c:3](-[c:8]2[c:9](-[c:18]3[cH:19][cH:20][c:21]([Cl:24])[cH:22][cH:23]3)[cH:10][c:11]3[n:12]([n:13]2)[c:14](=[O:17])[nH:15][n:16]3)[cH:4][cH:5][cH:6][cH:7]1.[F:25][C:26]([CH2:27][CH2:28][I:29])([F:30])[F:31].[K+:32].[K+:33].[O-:34][C:35]([O-:36])=[O:37].[O:38]=[CH:39][N:40]([CH3:41])[CH3:42]>>[Cl:1][c:2]1[c:3](-[c:8]2[c:9](-[c:18]3[cH:19][cH:20][c:21]([Cl:24])[cH:22][cH:23]3)[cH:10][c:11]3[n:12]([n:13]2)[c:14](=[O:17])[n:15]([CH2:28][CH2:27][C:26]([F:25])([F:30])[F:31])[n:16]3)[cH:4][cH:5][cH:6][cH:7]1. The reactants are C(C)(C)O (isopropanol), C(C=C)(=O)O (acrylic acid), C(C=C)OCC(C)O (1-allyloxy-2-propanol), S(=O)(=O)([O-])OOS(=O)(=O)[O-].[Na+].[Na+] (sodium persulfate). The solvent is O (water), O (water). Conditions: temperature 40 celsius. Yields the product C(C=C)(=O)O.C(C=C)OCC(C)O (Acrylic Acid 1-allyloxy-2-propanol). RXN SMILES: C(O)(C)C.[C:5]([OH:9])(=[O:8])[CH:6]=[CH2:7].[CH2:10]([O:13][CH2:14][CH:15]([OH:17])[CH3:16])[CH:11]=[CH2:12].S(OOS([O-])(=O)=O)([O-])(=O)=O.[Na+].[Na+]>O>[C:5]([OH:9])(=[O:8])[CH:6]=[CH2:7].[CH2:10]([O:13][CH2:14][CH:15]([OH:17])[CH3:16])[CH:11]=[CH2:12] |f:3.4.5,7.8|. Procedure details: A suitable reaction flask was equipped with a mechanical agitator, a thermometer, a reflux condenser, a nitrogen inlet and two addition inlets for the initiator and monomer solutions. The flask was charged with 170 g of deionized water and 30 g of isopropanol. The resulting solution was then heated to reflux under a nitrogen blanket. 43.2 g of acrylic acid (0.6 mole) and 23.2 g of 1-allyloxy-2-propanol [AOP] (94% pure, 0.19 mole) were mixed in a separate flask so as to provide a mixed monomer so... The reactants are CCCCCCNc1c([N+](=O)[O-])cnc2ccccc12, Cc1ccccc1. Product: CCCCCCNc1c(N)cnc2ccccc12. As a reaction SMILES: [CH2:1]([CH2:2][CH2:3][CH2:4][CH2:5][CH3:6])[NH:7][c:8]1[c:9]([N+:18]([O-:19])=[O:20])[cH:10][n:11][c:12]2[cH:13][cH:14][cH:15][cH:16][c:17]12.[CH3:21][c:22]1[cH:23][cH:24][cH:25][cH:26][cH:27]1>>[CH2:1]([CH2:2][CH2:3][CH2:4][CH2:5][CH3:6])[NH:7][c:8]1[c:9]([NH2:18])[cH:10][n:11][c:12]2[cH:13][cH:14][cH:15][cH:16][c:17]12. Starting materials: CCO, O=[N+]([O-])c1ccc(Cc2ccccn2)cc1. Yields the product Nc1ccc(Cc2ccccn2)cc1. Reaction SMILES: [CH3:17][CH2:18][OH:19].[N+:1]([O-:2])(=[O:3])[c:4]1[cH:5][cH:6][c:7]([CH2:8][c:9]2[n:10][cH:11][cH:12][cH:13][cH:14]2)[cH:15][cH:16]1>>[NH2:1][c:4]1[cH:5][cH:6][c:7]([CH2:8][c:9]2[n:10][cH:11][cH:12][cH:13][cH:14]2)[cH:15][cH:16]1. The reactants are ClCCCN1C(N(C2=C1C=CC=C2)C(=C)C)=O (1-(3-chloropropyl)-1,3-dihydro-3-(1-methylethenyl)-2H-benzimidazol-2-one), FC1=CC=C(C=C1)C(=O)C1CCNCC1 ((4-fluorophenyl) (4-piperidinyl) methanone), C([O-])([O-])=O.[Na+].[Na+] (sodium carbonate), [I-].[K+] (potassium iodide). Run in CC(CC(C)=O)C (4-methyl-2-pentanone). Reaction conditions: time 30 minute. Yields the product FC1=CC=C(C(=O)C2CCN(CC2)CCCN2C(NC3=C2C=CC=C3)=O)C=C1 (1-{3-[4-(4-fluorobenzoyl)-1-piperidinyl]propyl}-1,3-dihydro-2H-benzimidazol-2-one). Isolated yield 20.0%. RXN SMILES: Cl[CH2:2][CH2:3][CH2:4][N:5]1[C:9]2[CH:10]=[CH:11][CH:12]=[CH:13][C:8]=2[N:7](C(C)=C)[C:6]1=[O:17].[F:18][C:19]1[CH:24]=[CH:23][C:22]([C:25]([CH:27]2[CH2:32][CH2:31][NH:30][CH2:29][CH2:28]2)=[O:26])=[CH:21][CH:20]=1.C(=O)([O-])[O-].[Na+].[Na+].[I-].[K+]>CC(C)CC(=O)C>[F:18][C:19]1[CH:20]=[CH:21][C:22]([C:25]([CH:27]2[CH2:32][CH2:31][N:30]([CH2:2][CH2:3][CH2:4][N:5]3[C:9]4[CH:10]=[CH:11][CH:12]=[CH:13][C:8]=4[NH:7][C:6]3=[O:17])[CH2:29][CH2:28]2)=[O:26])=[CH:23][CH:24]=1 |f:2.3.4,5.6|. Reported procedure: A mixture of 5 parts of 1-(3-chloropropyl)-1,3-dihydro-3-(1-methylethenyl)-2H-benzimidazol-2-one, 4.5 parts of (4-fluorophenyl) (4-piperidinyl) methanone, 10 parts of sodium carbonate, 0.2 parts of potassium iodide and 80 parts of 4-methyl-2-pentanone is stirred and refluxed overnight. After cooling, the reaction mixture is poured onto water and the layers are separated. The organic phase is dried, filtered and evaporated. The residue is taken up in 2-propanone and 2-propanol, previously saturat... The reactants are C1(CCCCCCCCCCC1)=O (cyclododecanone), Cl.Cl.C(C)(C)N(C(C)C)CCCON (diisopropylaminopropoxyamine dihydrochloride), C(\C=C\C(=O)[O-])(=O)O (Hydrogen fumarate). The product is C(C)(C)N(C(C)C)CCCON=C1CCCCCCCCCCC1 (1-(Diisopropylamino-propoxyimino)cyclododecane). RXN SMILES: [C:1]1(=O)[CH2:12][CH2:11][CH2:10][CH2:9][CH2:8][CH2:7][CH2:6][CH2:5][CH2:4][CH2:3][CH2:2]1.Cl.Cl.[CH:16]([N:19]([CH2:23][CH2:24][CH2:25][O:26][NH2:27])[CH:20]([CH3:22])[CH3:21])([CH3:18])[CH3:17].C(O)(=O)/C=C/C([O-])=O>>[CH:16]([N:19]([CH2:23][CH2:24][CH2:25][O:26][N:27]=[C:1]1[CH2:12][CH2:11][CH2:10][CH2:9][CH2:8][CH2:7][CH2:6][CH2:5][CH2:4][CH2:3][CH2:2]1)[CH:20]([CH3:21])[CH3:22])([CH3:18])[CH3:17] |f:1.2.3|. Procedure details: Starting from 18.23 g. (0.1 moles) of cyclododecanone and 30.16 g. (0.12 moles) of diisopropylaminopropoxyamine dihydrochloride the title compound is prepared as in Example 13. Yield: 24.2 g. (71.6%). Hydrogen fumarate, m.p.: 119°-121° C.